This data is from the Open Reaction Database (ORD), a public repository of structured organic reaction records. The task is: describe an organic reaction: reactants, conditions, products, and yield The reactants are C(C)(C)(C)[Si](N1C=CC=2C1=NC=CC2)(C)C (1-(tert-butyl-dimethyl-silanyl)-1H-pyrrolo[2,3-b]pyridine), CCCC[N+](CCCC)(CCCC)CCCC.[F-] (TBAF), ClC1=NC(=NC=C1)NC1CC(NC(C1)(C)C)(C)C ((4-chloro-pyrimidin-2-yl)-(2,2,6,6-tetramethyl-piperidin-4-yl)-amine), TBDMS. Product: N1C=C(C=2C1=NC=CC2)C2=NC(=NC=C2)NC2CC(NC(C2)(C)C)(C)C ([4-(1H-Pyrrolo[2,3-b]pyridin-3-yl)-pyrimidin-2-yl]-(2,2,6,6-tetramethyl-piperidin-4-yl)-amine). Reaction SMILES: C([Si](C)(C)[N:6]1[C:10]2=[N:11][CH:12]=[CH:13][CH:14]=[C:9]2[CH:8]=[CH:7]1)(C)(C)C.Cl[C:18]1[CH:23]=[CH:22][N:21]=[C:20]([NH:24][CH:25]2[CH2:30][C:29]([CH3:32])([CH3:31])[NH:28][C:27]([CH3:34])([CH3:33])[CH2:26]2)[N:19]=1.CCCC[N+](CCCC)(CCCC)CCCC.[F-]>>[NH:6]1[C:10]2=[N:11][CH:12]=[CH:13][CH:14]=[C:9]2[C:8]([C:22]2[CH:23]=[CH:18][N:19]=[C:20]([NH:24][CH:25]3[CH2:30][C:29]([CH3:32])([CH3:31])[NH:28][C:27]([CH3:34])([CH3:33])[CH2:26]3)[N:21]=2)=[CH:7]1 |f:2.3|. Procedure details: The title compound was prepared as described in Example 215, starting from 1-(tert-butyl-dimethyl-silanyl)-1H-pyrrolo[2,3-b]pyridine (prepared by TBDMS protection of 1H-pyrrolo[2,3-b]pyridine) and (4-chloro-pyrimidin-2-yl)-(2,2,6,6-tetramethyl-piperidin-4-yl)-amine, followed by in situ cleavage of the TBDMS protecting group with catalytic amounts of TBAF. The reactants are [Br-], C1CCOC1, CC[Mg+], C#CCCCCC, [Cl-], ClCC#CCCl, Cl[Cu], [NH4+]. The product is CCCCCC#CCC#CCCl. Reaction SMILES: [Br-:1].[CH2:20]1[O:21][CH2:22][CH2:23][CH2:24]1.[CH2:2]([Mg+:3])[CH3:4].[CH:5]#[C:6][CH2:7][CH2:8][CH2:9][CH2:10][CH3:11].[Cl-:18].[Cl:12][CH2:13][C:14]#[C:15][CH2:16][Cl:17].[Cl:25][Cu:26].[NH4+:19]>>[C:5](#[C:6][CH2:7][CH2:8][CH2:9][CH2:10][CH3:11])[CH2:16][C:15]#[C:14][CH2:13][Cl:12]. Reactants: [Cl-], ClCCCCOCc1ccccc1, N#CCF, [Mg], [NH4+], N#C[Na], O. Yields the product N#CC(N)(CF)CCCCOCc1ccccc1. Reaction SMILES: [Cl-:22].[Cl:1][CH2:2][CH2:3][CH2:4][CH2:5][O:6][CH2:7][c:8]1[cH:9][cH:10][cH:11][cH:12][cH:13]1.[F:15][CH2:16][C:17]#[N:18].[Mg:14].[NH4+:23].[Na:19][C:20]#[N:21].[OH2:24]>>[CH2:2]([CH2:3][CH2:4][CH2:5][O:6][CH2:7][c:8]1[cH:9][cH:10][cH:11][cH:12][cH:13]1)[C:17]([CH2:16][F:15])([NH2:18])[C:20]#[N:21]. The reactants are BrC1=C(CN2C(C=CC3=C2N=C(N=C3)SC)=O)C=CC=C1 (8-(2-bromobenzyl)-2-(methylthio)pyrido[2,3-d]pyrimidin-7(8H)-one), C1(CC1)B(O)O (cyclopropylboronic acid), [O-]P(=O)([O-])[O-].[K+].[K+].[K+] (K3PO4), PdCl2(Pcy3)2. Run at temperature 140 celsius. Product: C1(CC1)C1=C(CN2C(C=CC3=C2N=C(N=C3)SC)=O)C=CC=C1 (8-(2-cyclopropylbenzyl)-2-(methylthio)pyrido[2,3-d]pyrimidin-7(8H)-one). The yield is 65.9%. As a reaction SMILES: Br[C:2]1[CH:21]=[CH:20][CH:19]=[CH:18][C:3]=1[CH2:4][N:5]1[C:10]2[N:11]=[C:12]([S:15][CH3:16])[N:13]=[CH:14][C:9]=2[CH:8]=[CH:7][C:6]1=[O:17].[CH:22]1(B(O)O)[CH2:24][CH2:23]1.[O-]P([O-])([O-])=O.[K+].[K+].[K+]>>[CH:22]1([C:2]2[CH:21]=[CH:20][CH:19]=[CH:18][C:3]=2[CH2:4][N:5]2[C:10]3[N:11]=[C:12]([S:15][CH3:16])[N:13]=[CH:14][C:9]=3[CH:8]=[CH:7][C:6]2=[O:17])[CH2:24][CH2:23]1 |f:2.3.4.5|. Procedure details: 8-(2-bromobenzyl)-2-(methylthio)pyrido[2,3-d]pyrimidin-7(8H)-one (150 mg, 0.41 mmol, Example 30), cyclopropylboronic acid (107 mg, 1.25 mmol), K3PO4 (264 mg, 1.24 mmol) and PdCl2(Pcy3)2 (15 mg, 0.02 mmol) were mixed as solids and placed under argon. Argon was bubbled through a mixture of toluene:water (20:1, 1.5 mL) for 20 min. The solvent was added to the solid and the suspension was heated under microwave irradiation at 140° C. for 1.5 h. The reaction mixture was then diluted with toluene (10 ... The reactants are BrC1=C(C=C(C=C1)F)C(=C)C (1-bromo-4-fluoro-2-(prop-1-en-2-yl)benzene). The reagents and catalysts are [Rh] (Rhodium on Alumina). Solvent: C(Cl)Cl (DCM). Run at time 18 hour. Product: BrC1=C(C=C(C=C1)F)C(C)C (1-bromo-4-fluoro-2-isopropylbenzene). As a reaction SMILES: [Br:1][C:2]1[CH:7]=[CH:6][C:5]([F:8])=[CH:4][C:3]=1[C:9]([CH3:11])=[CH2:10]>C(Cl)Cl.[Rh]>[Br:1][C:2]1[CH:7]=[CH:6][C:5]([F:8])=[CH:4][C:3]=1[CH:9]([CH3:11])[CH3:10]. Procedure: To a solution of 1-bromo-4-fluoro-2-(prop-1-en-2-yl)benzene (200 mg, 0.930 mmol) in DCM (5 mL) was added 5% Rhodium on Alumina (30 mg, 0.015 mmol). The resulting mixture was stirred under hydrogen atmosphere (50 psi) for 18 h after which time the reaction was filtered through Celite™ and concentrated in vacuo to afford 1-bromo-4-fluoro-2-isopropylbenzene. 1H NMR (400 MHz, CD2Cl2) δ ppm 7.48 (dd, J=8.6, 5.7 Hz, 1H), 7.01 (dd. J=10.3, 3.1 Hz, 1H), 6.82-6.75 (m, 1H), 3.38-3.25 (m, 1H), 1.21 (d, J=6... Starting materials: OC=1C=CC=2C=3N(C(=NC2C1)NC(C1=CN=CC=C1)=O)CCN3 (N-(8-hydroxy-2,3-dihydroimidazo[1,2-c]quinazolin-5-yl)nicotinamide), C(=O)([O-])[O-].[K+].[K+] (K2CO3), ClCCCS(=O)(=O)N1CCOCC1 (4-[(3-chloropropyl)sulfonyl]morpholine), ClCCCS(=O)(=O)N1CCOCC1 (4-[(3-chloropropyl)sulfonyl]morpholine), O (water). The solvent is CN(C)C=O (DMF). Reaction conditions: temperature 120 celsius. Product: N1(CCOCC1)S(=O)(=O)CCCOC=1C=CC=2C=3N(C(=NC2C1)NC(C1=CN=CC=C1)=O)CCN3 (N-{8-[3-(morpholin-4-ylsulfonyl)propoxy]-2,3-dihydroimidazo[1,2-c]quinazolin-5-yl}nicotinamide). Yield: 26.1%. As a reaction SMILES: [OH:1][C:2]1[CH:3]=[CH:4][C:5]2[C:6]3[N:7]([CH2:21][CH2:22][N:23]=3)[C:8]([NH:12][C:13](=[O:20])[C:14]3[CH:19]=[CH:18][CH:17]=[N:16][CH:15]=3)=[N:9][C:10]=2[CH:11]=1.C([O-])([O-])=O.[K+].[K+].Cl[CH2:31][CH2:32][CH2:33][S:34]([N:37]1[CH2:42][CH2:41][O:40][CH2:39][CH2:38]1)(=[O:36])=[O:35].O>CN(C=O)C>[N:37]1([S:34]([CH2:33][CH2:32][CH2:31][O:1][C:2]2[CH:3]=[CH:4][C:5]3[C:6]4[N:7]([CH2:21][CH2:22][N:23]=4)[C:8]([NH:12][C:13](=[O:20])[C:14]4[CH:19]=[CH:18][CH:17]=[N:16][CH:15]=4)=[N:9][C:10]=3[CH:11]=2)(=[O:36])=[O:35])[CH2:38][CH2:39][O:40][CH2:41][CH2:42]1 |f:1.2.3|. Procedure details: To N-(8-hydroxy-2,3-dihydroimidazo[1,2-c]quinazolin-5-yl)nicotinamide (Example 2-5 in WO2004029055, 250 mg, 0.001 mol) and K2CO3 (1.1 g, 0.008 mol) in DMF (5 ml) was added 4-[(3-chloropropyl)sulfonyl]morpholine (Intermediate E, 204.0 mg, 0.001 mol) to a sealed tube and heated to 120° C. for 3 h. The reaction was poured into water and extracted with CH2Cl2. Organic layers dried with MgSO4, filtered and concentrated. The residue was purified using silica gel flash chromatography (100% EtOAc, then ...